From a dataset of the Open Reaction Database (ORD), a public repository of structured organic reaction records. describe an organic reaction: reactants, conditions, products, and yield Reactants: ClC=1C2=C(N=CN1)C(=CS2)CO ((4-Chlorothieno[3,2-d]pyrimidine-7-yl)methanol). Reagents/catalysts: O=[Mn]=O (MnO2). Solvent: C(Cl)(Cl)Cl (chloroform). Run at temperature 70 celsius, time 2 hour. The product is ClC=1C2=C(N=CN1)C(=CS2)C=O (4-Chlorothieno[3,2-d]pyrimidine-7-carbaldehyde). As a reaction SMILES: [Cl:1][C:2]1[C:3]2[S:10][CH:9]=[C:8]([CH2:11][OH:12])[C:4]=2[N:5]=[CH:6][N:7]=1>C(Cl)(Cl)Cl.O=[Mn]=O>[Cl:1][C:2]1[C:3]2[S:10][CH:9]=[C:8]([CH:11]=[O:12])[C:4]=2[N:5]=[CH:6][N:7]=1. Reported procedure: (4-Chlorothieno[3,2-d]pyrimidine-7-yl)methanol (215 mg, 0.99 mmol) and MnO2 (863 mg, 9.9 mmol, 10 eq) were dissolved in chloroform (10 mL) and stirred at 70° C. for 2 hours. The reaction mixture was cooled to room temperature, filtered with Celite and concentrated to obtain the title compound as a white solid without further purification. Reactants: O=C([O-])[O-], CCc1ncc(O)cn1, CC#N, [H][H], [K+], [K+], CCOP(=S)(Cl)SCC(C)C. Yields the product CCOP(=S)(Oc1cnc(CC)nc1)SCC(C)C. As a reaction SMILES: [C:10](=[O:11])([O-:12])[O-:13].[CH2:1]([CH3:2])[c:3]1[n:4][cH:5][c:6]([OH:9])[cH:7][n:8]1.[CH3:29][C:30]#[N:31].[H:27][H:28].[K+:14].[K+:15].[P:16]([O:17][CH2:18][CH3:19])([Cl:20])(=[S:21])[S:22][CH2:23][CH:24]([CH3:25])[CH3:26]>>[CH2:1]([CH3:2])[c:3]1[n:4][cH:5][c:6]([O:9][P:16]([O:17][CH2:18][CH3:19])(=[S:21])[S:22][CH2:23][CH:24]([CH3:25])[CH3:26])[cH:7][n:8]1.